Dataset: the Open Reaction Database (ORD), a public repository of structured organic reaction records. Task: describe an organic reaction: reactants, conditions, products, and yield Reactants: [OH-].[Na+] (sodium hydroxide), N1=CC=C(C=C1)CO (4-Pyridinemethanol), C(CCC)P(CCCC)CCCC (tri-n-butylphosphine), CN(C(=O)N=NC(=O)N(C)C)C (N,N,N′,N′-tetramethylazodicarboxamide), COC=1C(=C(CC=2C=CC(=C(C(=O)OC)C2)O)C(=C(C1OC)OC)OC)C (methyl 5-(3,4,5,6-tetramethoxy-2-methylbenzyl)-2-hydroxybenzoate). Solvent: C1=CC=CC=C1 (benzene). Conditions: time 12 hour. Product: COC=1C(=C(CC=2C=CC(=C(C(=O)OC)C2)OCC2=CC=NC=C2)C(=C(C1OC)OC)OC)C (Methyl 5-(3,4,5,6-tetramethoxy-2-methylbenzyl)-2-(4-pyridylmethyloxy)benzoate). Isolated yield 98.5%. RXN SMILES: [N:1]1[CH:6]=[CH:5][C:4]([CH2:7][OH:8])=[CH:3][CH:2]=1.C(P(CCCC)CCCC)CCC.CN(C)C(N=NC(N(C)C)=O)=O.[CH3:34][O:35][C:36]1[C:37]([CH3:60])=[C:38]([C:51]([O:58][CH3:59])=[C:52]([O:56][CH3:57])[C:53]=1[O:54][CH3:55])[CH2:39][C:40]1[CH:41]=[CH:42][C:43](O)=[C:44]([CH:49]=1)[C:45]([O:47][CH3:48])=[O:46].[OH-].[Na+]>C1C=CC=CC=1>[CH3:34][O:35][C:36]1[C:37]([CH3:60])=[C:38]([C:51]([O:58][CH3:59])=[C:52]([O:56][CH3:57])[C:53]=1[O:54][CH3:55])[CH2:39][C:40]1[CH:41]=[CH:42][C:43]([O:8][CH2:7][C:4]2[CH:5]=[CH:6][N:1]=[CH:2][CH:3]=2)=[C:44]([CH:49]=1)[C:45]([O:47][CH3:48])=[O:46] |f:4.5|. Procedure details: 4-Pyridinemethanol (0.232 g, 2.13 mmol), tri-n-butylphosphine (0.430 g, 2.13 mmol) and N,N,N′,N′-tetramethylazodicarboxamide (0.366 g, 2.13 mmol) were added to a benzene solution of methyl 5-(3,4,5,6-tetramethoxy-2-methylbenzyl)-2-hydroxybenzoate (0.500 g, 1.33 mmol) and the solution was stirred at room temperature for 12 hours. The reaction solution was poured into an aqueous 2N sodium hydroxide solution (15 ml) and then extracted with methylene chloride. The extract was washed with water and t...